This data is from the Open Reaction Database (ORD), a public repository of structured organic reaction records. The task is: describe an organic reaction: reactants, conditions, products, and yield Starting materials: C(C)OC(CC1C2=C(B(O1)O)C=C(C=C2OCCCNC(=O)OC(C)(C)C)OC2=NC=CN=C2)=O ([4-(3-tert-butoxycarbonylamino-propoxy)-1-hydroxy-6-(pyrazin-2-yloxy)-1,3-dihydro-benzo[c][1,2]oxaborol-3-yl]-acetic acid ethyl ester), [Li+].[OH-] (LiOH), Cl (HCl). The solvent is C1CCOC1.O (THF H2O). Conditions: time 2 hour. The product is C(C)(C)(C)OC(=O)NCCCOC1=CC(=CC=2B(OC(C21)CC(=O)O)O)OC2=NC=CN=C2 ([4-(3-tert-Butoxycarbonylamino-propoxy)-1-hydroxy-6-(pyrazin-2-yloxy)-1,3-dihydro-benzo[c][1,2]oxaborol-3-yl]-acetic acid). The yield is 39.8%. As a reaction SMILES: C([O:3][C:4](=[O:35])[CH2:5][CH:6]1[O:10][B:9]([OH:11])[C:8]2[CH:12]=[C:13]([O:28][C:29]3[CH:34]=[N:33][CH:32]=[CH:31][N:30]=3)[CH:14]=[C:15]([O:16][CH2:17][CH2:18][CH2:19][NH:20][C:21]([O:23][C:24]([CH3:27])([CH3:26])[CH3:25])=[O:22])[C:7]1=2)C.[Li+].[OH-].Cl>C1COCC1.O>[C:24]([O:23][C:21]([NH:20][CH2:19][CH2:18][CH2:17][O:16][C:15]1[C:7]2[CH:6]([CH2:5][C:4]([OH:35])=[O:3])[O:10][B:9]([OH:11])[C:8]=2[CH:12]=[C:13]([O:28][C:29]2[CH:34]=[N:33][CH:32]=[CH:31][N:30]=2)[CH:14]=1)=[O:22])([CH3:27])([CH3:25])[CH3:26] |f:1.2,4.5|. Reported procedure: A solution of [4-(3-tert-butoxycarbonylamino-propoxy)-1-hydroxy-6-(pyrazin-2-yloxy)-1,3-dihydro-benzo[c][1,2]oxaborol-3-yl]-acetic acid ethyl ester (4 mg) in THF/H2O (1 mL, 1:1) was treated with LiOH (1.4 mg) at 0° C. and the reaction was stirred at room temperature for 2 h. The mixture was acidified to pH 3 with 1N HCl and purified by preparative HPLC to give the title compound (1.5 mg) as a white solid. 1H NMR (300 MHz, CD3OD) δ 8.40 (s, 1H), 8.28-8.27 (m, 1H), 8.14-8.13 (m, 1H), 6.93 (d, J=1.... Starting materials: C([O-])([O-])=O.[K+].[K+] (Potassium carbonate), C1COCCOCCOCCOCCOCCO1 (18-crown-6), ICC(C)C (1-iodo-2-methylpropane), C(C1=CC=CC=C1)OC(NC1=NN2C(N(C(=C([C@H]2C2=CC=C(C=C2)C#N)C#N)C)C2=CC(=CC=C2)C(F)(F)F)=N1)=O (benzyl{(7R)-6-cyano-7-(4-cyanophenyl)-5-methyl-4-[3-(trifluoromethyl)phenyl]-4,7-dihydro[1,2,4]triazolo[1,5-a]pyrimidin-2-yl}carbamate), C(C)(=O)O (acetic acid). The solvent is CN(C)C=O (DMF). Reaction conditions: time 12 hour. The product is C(C1=CC=CC=C1)OC(N(CC(C)C)C1=NN2C(N(C(=C([C@H]2C2=CC=C(C=C2)C#N)C#N)C)C2=CC(=CC=C2)C(F)(F)F)=N1)=O (Benzyl{(7R)-6-cyano-7-(4-cyanophenyl)-5-methyl-4-[3-(trifluoromethyl)phenyl]-4,7-dihydro-[1,2,4]triazolo[1,5-a]pyrimidin-2-yl}(2-methylpropyl)carbamate). As a reaction SMILES: C(=O)([O-])[O-].[K+].[K+].C1OCCOCCOCCOCCOCCOC1.I[CH2:26][CH:27]([CH3:29])[CH3:28].[CH2:30]([O:37][C:38](=[O:70])[NH:39][C:40]1[N:69]=[C:43]2[N:44]([C:59]3[CH:64]=[CH:63][CH:62]=[C:61]([C:65]([F:68])([F:67])[F:66])[CH:60]=3)[C:45]([CH3:58])=[C:46]([C:56]#[N:57])[C@@H:47]([C:48]3[CH:53]=[CH:52][C:51]([C:54]#[N:55])=[CH:50][CH:49]=3)[N:42]2[N:41]=1)[C:31]1[CH:36]=[CH:35][CH:34]=[CH:33][CH:32]=1.C(O)(=O)C>CN(C=O)C>[CH2:30]([O:37][C:38](=[O:70])[N:39]([C:40]1[N:69]=[C:43]2[N:44]([C:59]3[CH:64]=[CH:63][CH:62]=[C:61]([C:65]([F:68])([F:66])[F:67])[CH:60]=3)[C:45]([CH3:58])=[C:46]([C:56]#[N:57])[C@@H:47]([C:48]3[CH:49]=[CH:50][C:51]([C:54]#[N:55])=[CH:52][CH:53]=3)[N:42]2[N:41]=1)[CH2:26][CH:27]([CH3:29])[CH3:28])[C:31]1[CH:32]=[CH:33][CH:34]=[CH:35][CH:36]=1 |f:0.1.2|. Procedure: Potassium carbonate (15.7 mg, 113 μmol, 2.1 eq.), 18-crown-6 (30 mg, 113 μmol, 2.1 eq.) and 1-iodo-2-methylpropane (21 mg, 113 μmol, 2.1 eq.) were added to a solution of benzyl{(7R)-6-cyano-7-(4-cyanophenyl)-5-methyl-4-[3-(trifluoromethyl)phenyl]-4,7-dihydro[1,2,4]triazolo[1,5-a]pyrimidin-2-yl}carbamate (30 mg, 54 μmol) in DMF (2 ml). The reaction mixture was stirred at RT for 12 h and then concentrated under reduced pressure. The residue was acidified with acetic acid (3 eq.) and then purified ... Starting materials: C(C)(C)(C)OC(NCCC1=CC=C(C=C1)OC(N(C1=CC=CC=C1)C)=O)=O ({2-[4-(Methyl-phenyl-carbamoyloxy)-phenyl]-ethyl}-carbamic acid tertbutyl ester), C(=O)(C(F)(F)F)O (TFA). The solvent is C(Cl)Cl (CH2Cl2). Reaction conditions: time 4 hour. The product is NCCC1=CC=C(C=C1)OC(N(C1=CC=CC=C1)C)=O (Methyl-phenyl-carbamic acid 4-(2-amino-ethyl)phenyl ester), C(=O)(C(F)(F)F)O (TFA). Reaction SMILES: C(OC(=O)[NH:7][CH2:8][CH2:9][C:10]1[CH:15]=[CH:14][C:13]([O:16][C:17](=[O:26])[N:18]([CH3:25])[C:19]2[CH:24]=[CH:23][CH:22]=[CH:21][CH:20]=2)=[CH:12][CH:11]=1)(C)(C)C.[C:28]([OH:34])([C:30]([F:33])([F:32])[F:31])=[O:29]>C(Cl)Cl>[NH2:7][CH2:8][CH2:9][C:10]1[CH:11]=[CH:12][C:13]([O:16][C:17](=[O:26])[N:18]([CH3:25])[C:19]2[CH:20]=[CH:21][CH:22]=[CH:23][CH:24]=2)=[CH:14][CH:15]=1.[C:28]([OH:34])([C:30]([F:33])([F:32])[F:31])=[O:29]. Procedure details: {2-[4-(Methyl-phenyl-carbamoyloxy)-phenyl]-ethyl}-carbamic acid tertbutyl ester(3.7 g; 10 mmol) from above was dissolved in CH2Cl2 (90 mL). Addition of TFA (6 mL) and stirring for 4 h. The reaction mixture was evaporated to dryness and dried in vacuo at 50° C. overnight producing the title compound as a TFA salt in quantitative yield as yellow hygroscopic crystals. Reactants: OC1=C(C=CC=C1)C1CC(C=2C(=NNC2C1)C)=O (6-(2-hydroxyphenyl)-3-methyl-4,5,6,7-tetrahydroindazol-4-one), C(=N)(N)NN.Cl (aminoguanidine hydrochloride), Cl (hydrochloric acid), O (water). Solvent: C(C)O (ethanol). Yields the product Cl.N(C(=N)N)N=C1C=2C(=NNC2CC(C1)C1=C(C=CC=C1)O)C (4-guanidinoimino-6-(2-hydroxyphenyl)-3-methyl-4,5,6,7-tetrahydroindazole hydrochloride). The yield is 108.5%. Reaction SMILES: [OH:1][C:2]1[CH:7]=[CH:6][CH:5]=[CH:4][C:3]=1[CH:8]1[CH2:16][C:15]2[NH:14][N:13]=[C:12]([CH3:17])[C:11]=2[C:10](=O)[CH2:9]1.[C:19]([NH:22][NH2:23])([NH2:21])=[NH:20].[ClH:24].Cl.O>C(O)C>[ClH:24].[NH:22]([N:23]=[C:10]1[CH2:9][CH:8]([C:3]2[CH:4]=[CH:5][CH:6]=[CH:7][C:2]=2[OH:1])[CH2:16][C:15]2[NH:14][N:13]=[C:12]([CH3:17])[C:11]1=2)[C:19]([NH2:21])=[NH:20] |f:1.2,6.7|. Procedure details: A mixture of 6-(2-hydroxyphenyl)-3-methyl-4,5,6,7-tetrahydroindazol-4-one (0.04 g), aminoguanidine hydrochloride (0.02 g), concentrated hydrochloric acid (0.041 ml), water (0.041 ml) and ethanol (10 ml) was refluxed for 3 hours. Under reduced pressure, the solvent was evaporated. To the residue was added water, and the mixture was washed with ethyl acetate. Under reduced pressure, the solvent was evaporated, and the resulting crystals were recrystallized from ethanol to give 4-guanidinoimino-6-(... Reactants: CC(=O)[O-], O=C(O)O, CC(=O)O, Nc1ccc(C(F)(F)F)c(Cl)c1, ClI, [Na+], [Na+], [Na+], O, O, O, O=S([O-])[O-]. Yields the product Nc1cc(Cl)c(C(F)(F)F)cc1I. Reaction SMILES: [C:18]([O-:19])(=[O:20])[CH3:21].[C:28](=[O:29])([OH:30])[OH:31].[CH3:33][C:34](=[O:35])[OH:36].[Cl:3][c:4]1[cH:5][c:6]([NH2:7])[cH:8][cH:9][c:10]1[C:11]([F:12])([F:13])[F:14].[I:1][Cl:2].[Na+:22].[Na+:27].[Na+:32].[OH2:15].[OH2:16].[OH2:17].[S:23]([O-:24])([O-:25])=[O:26]>>[I:1][c:8]1[c:6]([NH2:7])[cH:5][c:4]([Cl:3])[c:10]([C:11]([F:12])([F:13])[F:14])[cH:9]1.